Dataset: the Open Reaction Database (ORD), a public repository of structured organic reaction records. Task: describe an organic reaction: reactants, conditions, products, and yield Reaction SMILES: [CH3:1][O:2][C:3]([CH2:4][c:5]1[cH:6][cH:7][c:8]([C:11]#[C:12][c:13]2[cH:14][c:15]3[c:20]([c:21]([CH:23]4[CH2:24][CH2:25]4)[cH:22]2)[O:19][C:18]([CH3:26])([CH3:27])[CH2:17][C:16]3([CH3:28])[CH3:29])[cH:9][cH:10]1)=[O:30].[CH3:31][OH:32].[CH3:36][C:37]#[N:38].[Na+:34].[OH-:33].[OH2:35]>>[O:2]=[C:3]([CH2:4][c:5]1[cH:6][cH:7][c:8]([C:11]#[C:12][c:13]2[cH:14][c:15]3[c:20]([c:21]([CH:23]4[CH2:24][CH2:25]4)[cH:22]2)[O:19][C:18]([CH3:26])([CH3:27])[CH2:17][C:16]3([CH3:28])[CH3:29])[cH:9][cH:10]1)[OH:30]. The product is CC1(C)CC(C)(C)c2cc(C#Cc3ccc(CC(=O)O)cc3)cc(C3CC3)c2O1. Reactants: COC(=O)Cc1ccc(C#Cc2cc(C3CC3)c3c(c2)C(C)(C)CC(C)(C)O3)cc1, CO, CC#N, [Na+], [OH-], O.